From a dataset of the Open Reaction Database (ORD), a public repository of structured organic reaction records. describe an organic reaction: reactants, conditions, products, and yield The reactants are Fc1cccc(-c2nn3cc(C(F)(F)F)ccc3c2Br)c1, O=C([O-])[O-], CC(=O)[O-], ClCCl, NS(=O)(=O)c1ccc(I)cc1, [K+], [Na+], [Na+], CN(C)C=O, O, c1ccc(P(c2ccccc2)(c2ccccc2)[Pd](P(c2ccccc2)(c2ccccc2)c2ccccc2)(P(c2ccccc2)(c2ccccc2)c2ccccc2)P(c2ccccc2)(c2ccccc2)c2ccccc2)cc1. Yields the product NS(=O)(=O)c1ccc(-c2c(-c3cccc(F)c3)nn3cc(C(F)(F)F)ccc23)cc1. As a reaction SMILES: [Br:17][c:18]1[c:19](-[c:31]2[cH:32][c:33]([F:37])[cH:34][cH:35][cH:36]2)[n:20][n:21]2[c:22]1[cH:23][cH:24][c:25]([C:27]([F:28])([F:29])[F:30])[cH:26]2.[C:38](=[O:39])([O-:40])[O-:41].[CH3:13][C:14](=[O:15])[O-:16].[Cl:127][CH2:128][Cl:129].[I:1][c:2]1[cH:3][cH:4][c:5]([S:8](=[O:9])(=[O:10])[NH2:11])[cH:6][cH:7]1.[K+:12].[Na+:42].[Na+:43].[O:44]=[CH:45][N:46]([CH3:47])[CH3:48].[OH2:126].[cH:49]1[cH:50][cH:51][c:52]([P:53]([Pd:54]([P:55]([c:56]2[cH:57][cH:58][cH:59][cH:60][cH:61]2)([c:62]2[cH:63][cH:64][cH:65][cH:66][cH:67]2)[c:68]2[cH:69][cH:70][cH:71][cH:72][cH:73]2)([P:74]([c:75]2[cH:76][cH:77][cH:78][cH:79][cH:80]2)([c:81]2[cH:82][cH:83][cH:84][cH:85][cH:86]2)[c:87]2[cH:88][cH:89][cH:90][cH:91][cH:92]2)[P:93]([c:94]2[cH:95][cH:96][cH:97][cH:98][cH:99]2)([c:100]2[cH:101][cH:102][cH:103][cH:104][cH:105]2)[c:106]2[cH:107][cH:108][cH:109][cH:110][cH:111]2)([c:112]2[cH:113][cH:114][cH:115][cH:116][cH:117]2)[c:118]2[cH:119][cH:120][cH:121][cH:122][cH:123]2)[cH:124][cH:125]1>>[c:2]1(-[c:18]2[c:19](-[c:31]3[cH:32][c:33]([F:37])[cH:34][cH:35][cH:36]3)[n:20][n:21]3[c:22]2[cH:23][cH:24][c:25]([C:27]([F:28])([F:29])[F:30])[cH:26]3)[cH:3][cH:4][c:5]([S:8](=[O:9])(=[O:10])[NH2:11])[cH:6][cH:7]1. The reactants are FC1=CC=C(CN)C=C1 (4-fluorobenzylamine), NCC1=CC=NC=C1 (4-(aminomethyl)pyridine), C(C1=CC=CC=C1)N1C(N(CC1)C=1SC(=C(N1)C)C(=O)O)=O (2-(3-benzyl-2-oxoimidazolidin-1-yl)-4-methylthiazole-5-carboxylic acid). Yields the product C(C1=CC=CC=C1)N1C(N(CC1)C=1SC(=C(N1)C)C(=O)NCC1=CC=NC=C1)=O (2-(3-benzyl-2-oxoimidazolidin-1-yl)-4-methyl-N-(pyridin-4-ylmethyl)thiazole-5-carboxamide). The yield is 49.0%. Reaction SMILES: FC1C=CC(CN)=CC=1.[NH2:10][CH2:11][C:12]1[CH:17]=[CH:16][N:15]=[CH:14][CH:13]=1.[CH2:18]([N:25]1[CH2:29][CH2:28][N:27]([C:30]2[S:31][C:32]([C:36](O)=[O:37])=[C:33]([CH3:35])[N:34]=2)[C:26]1=[O:39])[C:19]1[CH:24]=[CH:23][CH:22]=[CH:21][CH:20]=1>>[CH2:18]([N:25]1[CH2:29][CH2:28][N:27]([C:30]2[S:31][C:32]([C:36]([NH:10][CH2:11][C:12]3[CH:17]=[CH:16][N:15]=[CH:14][CH:13]=3)=[O:37])=[C:33]([CH3:35])[N:34]=2)[C:26]1=[O:39])[C:19]1[CH:24]=[CH:23][CH:22]=[CH:21][CH:20]=1. Procedure: Following the procedure as describe in Example 9, making variations as required to replace 4-fluorobenzylamine with 4-(aminomethyl)pyridine to react with 2-(3-benzyl-2-oxoimidazolidin-1-yl)-4-methylthiazole-5-carboxylic acid, the title compound was obtained as a white powder in 49% yield: mp 96-97° C.; 1H NMR (300 MHz, DMSO-d6) δ 8.47 (d, J=4.8 Hz, 2H), 7.31-7.19 (m, 7H), 6.52 (t, J=5.7 Hz, 1H), 4.53 (d, J=5.7 Hz, 2H), 4.35 (s, 2H), 4.02 (t, J=7.5 Hz, 2H), 3.41 (t, J=7.5 Hz, 2H), 2.56 (s, 3H); 1... Reactants: ClC1=CC(=C(CN2N=CC3=CC(=CC=C23)C=C2C(N=C(S2)SCC)=O)C=C1)C(F)(F)F (5-[1-(4-Chloro-2-trifluoromethyl-benzyl)-1H-indazol-5-ylmethylene]-2-ethylsulfanyl-thiazol-4-one), N1[C@H](COCC1)C(=O)O (Morpholine-3-(R)-carboxylic acid). Yields the product ClC1=CC(=C(CN2N=CC3=CC(=CC=C23)C=C2C(N=C(S2)N2[C@H](COCC2)C(=O)O)=O)C=C1)C(F)(F)F (4-[5-({1-[4-Chloro-2-(trifluoromethyl)benzyl]-1H-indazol-5-yl}methylidene)-4-oxo-4,5-dihydro-1,3-thiazol-2-yl]morpholine-3-(R)-carboxylic acid). RXN SMILES: [Cl:1][C:2]1[CH:27]=[CH:26][C:5]([CH2:6][N:7]2[C:15]3[C:10](=[CH:11][C:12]([CH:16]=[C:17]4[S:21][C:20](SCC)=[N:19][C:18]4=[O:25])=[CH:13][CH:14]=3)[CH:9]=[N:8]2)=[C:4]([C:28]([F:31])([F:30])[F:29])[CH:3]=1.[NH:32]1[CH2:37][CH2:36][O:35][CH2:34][C@@H:33]1[C:38]([OH:40])=[O:39]>>[Cl:1][C:2]1[CH:27]=[CH:26][C:5]([CH2:6][N:7]2[C:15]3[C:10](=[CH:11][C:12]([CH:16]=[C:17]4[S:21][C:20]([N:32]5[CH2:37][CH2:36][O:35][CH2:34][C@@H:33]5[C:38]([OH:40])=[O:39])=[N:19][C:18]4=[O:25])=[CH:13][CH:14]=3)[CH:9]=[N:8]2)=[C:4]([C:28]([F:31])([F:29])[F:30])[CH:3]=1. Reported procedure: 4-[5-({1-[4-Chloro-2-(trifluoromethyl)benzyl]-1H-indazol-5-yl}methylidene)-4-oxo-4,5-dihydro-1,3-thiazol-2-yl]morpholine-3-(R)-carboxylic acid was prepared from 5-[1-(4-Chloro-2-trifluoromethyl-benzyl)-1H-indazol-5-ylmethylene]-2-ethylsulfanyl-thiazol-4-one and Morpholine-3-(R)-carboxylic acid following general procedure C. Product: Cc1cc(S)n2nc(N)nc2n1. The reactants are Cc1cc(Cl)n2nc(N)nc2n1, [Na+], O, [SH-]. RXN SMILES: [NH2:1][c:2]1[n:3][n:4]2[c:5]([n:6][c:7]([CH3:11])[cH:8][c:9]2[Cl:10])[n:12]1.[Na+:14].[OH2:15].[SH-:13]>>[NH2:1][c:2]1[n:3][n:4]2[c:5]([n:6][c:7]([CH3:11])[cH:8][c:9]2[SH:13])[n:12]1.